This data is from the Open Reaction Database (ORD), a public repository of structured organic reaction records. The task is: describe an organic reaction: reactants, conditions, products, and yield Starting materials: CS(=O)(=O)OC1(c2ccc(C3=NOC(c4cc(Cl)c(Cl)c(Cl)c4)(C(F)(F)F)C3)cc2)CN(C(c2ccccc2)c2ccccc2)C1, CS(C)=O, ClCCl, [N-]=[N+]=[N-], [Na+], [Na+], O=C([O-])O. Product: [N-]=[N+]=NC1(c2ccc(C3=NOC(c4cc(Cl)c(Cl)c(Cl)c4)(C(F)(F)F)C3)cc2)CN(C(c2ccccc2)c2ccccc2)C1. RXN SMILES: [CH3:1][S:2]([O:3][C:6]1([c:23]2[cH:24][cH:25][c:26]([C:29]3=[N:30][O:31][C:32]([C:34]([F:35])([F:36])[F:37])([c:38]4[cH:39][c:40]([Cl:46])[c:41]([Cl:45])[c:42]([Cl:44])[cH:43]4)[CH2:33]3)[cH:27][cH:28]2)[CH2:7][N:8]([CH:10]([c:11]2[cH:12][cH:13][cH:14][cH:15][cH:16]2)[c:17]2[cH:18][cH:19][cH:20][cH:21][cH:22]2)[CH2:9]1)(=[O:4])=[O:5].[CH3:51][S:52]([CH3:53])=[O:54].[Cl:55][CH2:56][Cl:57].[N-:48]=[N+:49]=[N-:50].[Na+:47].[Na+:62].[O-:58][C:59]([OH:60])=[O:61]>>[C:6]1([c:23]2[cH:24][cH:25][c:26]([C:29]3=[N:30][O:31][C:32]([C:34]([F:35])([F:36])[F:37])([c:38]4[cH:39][c:40]([Cl:46])[c:41]([Cl:45])[c:42]([Cl:44])[cH:43]4)[CH2:33]3)[cH:27][cH:28]2)([N:48]=[N+:49]=[N-:50])[CH2:7][N:8]([CH:10]([c:11]2[cH:12][cH:13][cH:14][cH:15][cH:16]2)[c:17]2[cH:18][cH:19][cH:20][cH:21][cH:22]2)[CH2:9]1. The reactants are CC(C)(C)OC(=O)C(CO)Cc1cccc2c1OCCO2, Cc1ccc(S(=O)(=O)Cl)cc1, c1ccncc1. Yields the product Cc1ccc(S(=O)(=O)OCC(Cc2cccc3c2OCCO3)C(=O)OC(C)(C)C)cc1. Reaction SMILES: [CH2:1]1[O:2][c:3]2[c:4]([CH2:5][CH:6]([C:7](=[O:8])[O:9][C:10]([CH3:11])([CH3:12])[CH3:13])[CH2:14][OH:15])[cH:16][cH:17][cH:18][c:19]2[O:20][CH2:21]1.[c:22]1([CH3:32])[cH:23][cH:24][c:25]([S:28](=[O:29])(=[O:30])[Cl:31])[cH:26][cH:27]1.[cH:33]1[cH:34][cH:35][n:36][cH:37][cH:38]1>>[CH2:1]1[O:2][c:3]2[c:4]([CH2:5][CH:6]([C:7](=[O:8])[O:9][C:10]([CH3:11])([CH3:12])[CH3:13])[CH2:14][O:15][S:28]([c:25]3[cH:24][cH:23][c:22]([CH3:32])[cH:27][cH:26]3)(=[O:29])=[O:30])[cH:16][cH:17][cH:18][c:19]2[O:20][CH2:21]1. Starting materials: C(C)N1C=C(C(C2=CC(=C(C(=C12)F)F)F)=O)C(=O)O (1-ethyl-6,7,8-trifluoro-1,4-dihydro-4-oxo-3-quinolinecarboxylic acid), 1,8-diazobicyclo[5.4.0]undec-7-ene, C(C)N(CC1CNCC1)CC (N,N-diethyl-3-pyrrolidinemethanamine). Run in C(C)#N (acetonitrile). Run at time 8 hour. Product: C(C)N(CC)CC1CN(CC1)C1=C(C=C2C(C(=CN(C2=C1F)CC)C(=O)O)=O)F (7-[3-[(Diethylamino)methyl]-1-pyrrolidinyl]-1-ethyl-6,8-difluoro-1,4-dihydro-4-oxo-3-quinolinecarboxylic Acid). Isolated yield 61.4%. As a reaction SMILES: [CH2:1]([N:3]1[C:12]2[C:7](=[CH:8][C:9]([F:15])=[C:10](F)[C:11]=2[F:13])[C:6](=[O:16])[C:5]([C:17]([OH:19])=[O:18])=[CH:4]1)[CH3:2].[CH2:20]([N:22]([CH2:29][CH3:30])[CH2:23][CH:24]1[CH2:28][CH2:27][NH:26][CH2:25]1)[CH3:21]>C(#N)C>[CH2:20]([N:22]([CH2:23][CH:24]1[CH2:28][CH2:27][N:26]([C:10]2[C:11]([F:13])=[C:12]3[C:7]([C:6](=[O:16])[C:5]([C:17]([OH:19])=[O:18])=[CH:4][N:3]3[CH2:1][CH3:2])=[CH:8][C:9]=2[F:15])[CH2:25]1)[CH2:29][CH3:30])[CH3:21]. Procedure: A mixture of 0.5 g (1.8 mmole) 1-ethyl-6,7,8-trifluoro-1,4-dihydro-4-oxo-3-quinolinecarboxylic acid, 5 ml acetonitrile, 0.27 g (1.8 mole) of 1,8-diazobicyclo[5.4.0]undec-7-ene, and 0.3 g (1.9 mmole) of N,N-diethyl-3-pyrrolidinemethanamine was stirred at room temperature overnight. The formed precipitate was filtered, washed with acetonitrile then ethyl ether until dry to yield 0.45 g (60%) of the title compound, mp 210°-211° C. The reactants are CCNC, [Cl-], O=C(O)c1ccc(Sc2ccc([N+](=O)[O-])c(Cl)c2F)cc1, O=C(Cl)C(=O)Cl, ClCCl, CN(C)C=O. Product: CCN(C)C(=O)c1ccc(Sc2ccc([N+](=O)[O-])c(Cl)c2F)cc1. As a reaction SMILES: [CH2:28]([CH3:29])[NH:30][CH3:31].[Cl-:32].[Cl:1][c:2]1[c:3]([N+:19](=[O:20])[O-:21])[cH:4][cH:5][c:6]([S:9][c:10]2[cH:11][cH:12][c:13]([C:16](=[O:17])[OH:18])[cH:14][cH:15]2)[c:7]1[F:8].[Cl:22][C:23]([C:24]([Cl:25])=[O:26])=[O:27].[Cl:33][CH2:34][Cl:35].[O:36]=[CH:37][N:38]([CH3:39])[CH3:40]>>[Cl:1][c:2]1[c:3]([N+:19](=[O:20])[O-:21])[cH:4][cH:5][c:6]([S:9][c:10]2[cH:11][cH:12][c:13]([C:16](=[O:18])[N:30]([CH2:28][CH3:29])[CH3:31])[cH:14][cH:15]2)[c:7]1[F:8]. The product is CCOC(=O)NNc1cc(C)c(-c2ccccc2)nn1. Reaction SMILES: [C:15]([NH:16][NH2:17])(=[O:18])[O:19][CH2:20][CH3:21].[CH2:22]([OH:23])[CH2:24][CH2:25][CH3:26].[CH3:1][c:2]1[cH:3][c:4]([Cl:14])[n:5][n:6][c:7]1-[c:8]1[cH:9][cH:10][cH:11][cH:12][cH:13]1>>[CH3:1][c:2]1[cH:3][c:4]([NH:17][NH:16][C:15](=[O:18])[O:19][CH2:20][CH3:21])[n:5][n:6][c:7]1-[c:8]1[cH:9][cH:10][cH:11][cH:12][cH:13]1. Starting materials: CCOC(=O)NN, CCCCO, Cc1cc(Cl)nnc1-c1ccccc1. The reactants are Cc1cc(CC(CC(=O)OC(C)(C)C)c2ccccn2)cc2cn[nH]c12, Cl, C1COCCO1. Product: Cc1cc(CC(CC(=O)O)c2ccccn2)cc2cn[nH]c12. Reaction SMILES: [C:1]([CH3:2])([CH3:3])([CH3:4])[O:5][C:6]([CH2:7][CH:8]([CH2:9][c:10]1[cH:11][c:12]2[cH:13][n:14][nH:15][c:16]2[c:17]([CH3:19])[cH:18]1)[c:20]1[n:21][cH:22][cH:23][cH:24][cH:25]1)=[O:26].[ClH:27].[O:28]1[CH2:29][CH2:30][O:31][CH2:32][CH2:33]1>>[O:5]=[C:6]([CH2:7][CH:8]([CH2:9][c:10]1[cH:11][c:12]2[cH:13][n:14][nH:15][c:16]2[c:17]([CH3:19])[cH:18]1)[c:20]1[n:21][cH:22][cH:23][cH:24][cH:25]1)[OH:26]. The reactants are O=C1CCC(=O)N1Br, O=C(OOC(=O)c1ccccc1)c1ccccc1, ClC(Cl)(Cl)Cl, COC(=O)c1ccc(C=Cc2cc3c(cc2C)C(C)(C)CCC3(C)C)cc1, [Na+], O=S([O-])O. Product: COC(=O)c1ccc(C=Cc2cc3c(cc2CBr)C(C)(C)CCC3(C)C)cc1. As a reaction SMILES: [Br:28][N:29]1[C:30](=[O:31])[CH2:32][CH2:33][C:34]1=[O:35].[C:36]([O:37][O:38][C:39](=[O:40])[c:41]1[cH:42][cH:43][cH:44][cH:45][cH:46]1)(=[O:47])[c:48]1[cH:49][cH:50][cH:51][cH:52][cH:53]1.[C:59]([Cl:60])([Cl:61])([Cl:62])[Cl:63].[CH3:1][O:2][C:3]([c:4]1[cH:5][cH:6][c:7]([CH:10]=[CH:11][c:12]2[cH:13][c:14]3[c:19]([cH:20][c:21]2[CH3:22])[C:18]([CH3:23])([CH3:24])[CH2:17][CH2:16][C:15]3([CH3:25])[CH3:26])[cH:8][cH:9]1)=[O:27].[Na+:58].[S:54](=[O:55])([OH:56])[O-:57]>>[CH3:1][O:2][C:3]([c:4]1[cH:5][cH:6][c:7]([CH:10]=[CH:11][c:12]2[cH:13][c:14]3[c:19]([cH:20][c:21]2[CH2:22][Br:28])[C:18]([CH3:23])([CH3:24])[CH2:17][CH2:16][C:15]3([CH3:25])[CH3:26])[cH:8][cH:9]1)=[O:27].